Dataset: the Open Reaction Database (ORD), a public repository of structured organic reaction records. Task: describe an organic reaction: reactants, conditions, products, and yield Reactants: CON1C(C)(C)CC(OC(=O)c2ccccc2)CC1(C)C, [K+], [OH-]. Yields the product CON1C(C)(C)CC(O)CC1(C)C. RXN SMILES: [C:1](=[O:2])([c:3]1[cH:4][cH:5][cH:6][cH:7][cH:8]1)[O:9][CH:10]1[CH2:11][C:12]([CH3:20])([CH3:21])[N:13]([O:18][CH3:19])[C:14]([CH3:16])([CH3:17])[CH2:15]1.[K+:23].[OH-:22]>>[OH:9][CH:10]1[CH2:11][C:12]([CH3:20])([CH3:21])[N:13]([O:18][CH3:19])[C:14]([CH3:16])([CH3:17])[CH2:15]1. Starting materials: NC=1C(=NC(=C(N1)N)Cl)C(=O)NC(SC)=NC(OCC1=CC=CC=C1)=O (benzyl (3,5-diamino-6-chloropyrazine-2-carboxamido)(methylthio)methylenecarbamate), NC=1C(=NC(=C(N1)N)Cl)C(=O)NC(SC)=NC(OCC1=CC=CC=C1)=O (benzyl (3,5-diamino-6-chloropyrazine-2-carboxamido)(methylthio)methylenecarbamate), NC1CCN(CC1)C(=O)OC(C)(C)C (4-amino-1-Boc-piperidine). Run in C1CCOC1 (THF). The product is C(C1=CC=CC=C1)OC(=O)N=C(NC1CCN(CC1)C(=O)OC(C)(C)C)NC(=O)C1=NC(=C(N=C1N)N)Cl (tert-Butyl 4-(2-(benzyloxycarbonyl)-3-(3,5-diamino-6-chloropyrazine-2-carbonyl)guanidino)piperidine-1-carboxylate). RXN SMILES: [NH2:1][C:2]1[C:3]([C:10]([NH:12][C:13](=[N:16][C:17](=[O:26])[O:18][CH2:19][C:20]2[CH:25]=[CH:24][CH:23]=[CH:22][CH:21]=2)SC)=[O:11])=[N:4][C:5]([Cl:9])=[C:6]([NH2:8])[N:7]=1.[NH2:27][CH:28]1[CH2:33][CH2:32][N:31]([C:34]([O:36][C:37]([CH3:40])([CH3:39])[CH3:38])=[O:35])[CH2:30][CH2:29]1>C1COCC1>[CH2:19]([O:18][C:17]([N:16]=[C:13]([NH:12][C:10]([C:3]1[C:2]([NH2:1])=[N:7][C:6]([NH2:8])=[C:5]([Cl:9])[N:4]=1)=[O:11])[NH:27][CH:28]1[CH2:29][CH2:30][N:31]([C:34]([O:36][C:37]([CH3:40])([CH3:39])[CH3:38])=[O:35])[CH2:32][CH2:33]1)=[O:26])[C:20]1[CH:25]=[CH:24][CH:23]=[CH:22][CH:21]=1. Procedure: A suspension of benzyl (3,5-diamino-6-chloropyrazine-2-carboxamido)(methylthio)methylenecarbamate (Intermediate B) (6.7 g, 17 mmol) and 4-amino-1-Boc-piperidine (4.1 g, 20.4 mmol) in dry THF (150 mL) is heated at reflux overnight. The solvent is removed in vacuo and a solid forms on concentration. The solid is separated and retained and the remaining mother liquor is concentrated to form a solid. The solid is partitioned between EtOAc and water and the organic portion is dried (MgSO4) and part c... The reactants are CBr, CN(C)C=O, [H-], [Na+], [Na], CC(C)(NS(=O)(=O)c1ccccc1)c1ccccc1. Product: CN(C(C)(C)c1ccccc1)S(=O)(=O)c1ccccc1. Reaction SMILES: [CH3:23][Br:24].[CH:25]([N:26]([CH3:27])[CH3:28])=[O:29].[H-:20].[Na+:21].[Na:22].[c:1]1([S:7](=[O:8])(=[O:9])[NH:10][C:11]([c:12]2[cH:13][cH:14][cH:15][cH:16][cH:17]2)([CH3:18])[CH3:19])[cH:2][cH:3][cH:4][cH:5][cH:6]1>>[c:1]1([S:7](=[O:8])(=[O:9])[N:10]([C:11]([c:12]2[cH:13][cH:14][cH:15][cH:16][cH:17]2)([CH3:18])[CH3:19])[CH3:23])[cH:2][cH:3][cH:4][cH:5][cH:6]1. Procedure details: [(3S,4S,5R,6S)-3,4,5-tribenzyloxy-6-[4-chloro-3-[[4-[2-(cyclopropoxy)ethoxy]phenyl]methyl]phenyl]-2-(hydroxymethyl)-6-methoxy-tetrahydropyran-2-yl]methanol if (320 mg, 0.4 mmol) was dissolved in 10 mL methylene chloride and cooled to −10° C., followed by addition of trifluoroacetic acid (62 mL, 0.8 mmol). The mixture was stirred for 1 hour. Thereafter, the reaction mixture was partitioned after 10 mL saturated sodium bicarbonate solution were added. The aqueous phase was extracted with dichlorme... Starting materials: C(C1=CC=CC=C1)O[C@@H]1C(O[C@@]([C@@H]([C@H]1OCC1=CC=CC=C1)OCC1=CC=CC=C1)(OC)C1=CC(=C(C=C1)Cl)CC1=CC=C(C=C1)OCCOC1CC1)(CO)CO ([(3S,4S,5R,6S)-3,4,5-tribenzyloxy-6-[4-chloro-3-[[4-[2-(cyclopropoxy)ethoxy]phenyl]methyl]phenyl]-2-(hydroxymethyl)-6-methoxy-tetrahydropyran-2-yl]methanol), FC(C(=O)O)(F)F (trifluoroacetic acid). Reaction SMILES: [CH2:1]([O:8][C@H:9]1[C@H:14]([O:15][CH2:16][C:17]2[CH:22]=[CH:21][CH:20]=[CH:19][CH:18]=2)[C@@H:13]([O:23][CH2:24][C:25]2[CH:30]=[CH:29][CH:28]=[CH:27][CH:26]=2)[C@@:12]([C:33]2[CH:38]=[CH:37][C:36]([Cl:39])=[C:35]([CH2:40][C:41]3[CH:46]=[CH:45][C:44]([O:47][CH2:48][CH2:49][O:50][CH:51]4[CH2:53][CH2:52]4)=[CH:43][CH:42]=3)[CH:34]=2)([O:31][CH3:32])[O:11][C:10]1(CO)[CH2:54][OH:55])[C:2]1[CH:7]=[CH:6][CH:5]=[CH:4][CH:3]=1.FC(F)(F)C(O)=O>C(Cl)Cl>[CH2:1]([O:8][C@H:9]1[C@H:14]([O:15][CH2:16][C:17]2[CH:18]=[CH:19][CH:20]=[CH:21][CH:22]=2)[C@@H:13]([O:23][CH2:24][C:25]2[CH:30]=[CH:29][CH:28]=[CH:27][CH:26]=2)[C@:12]2([C:33]3[CH:38]=[CH:37][C:36]([Cl:39])=[C:35]([CH2:40][C:41]4[CH:42]=[CH:43][C:44]([O:47][CH2:48][CH2:49][O:50][CH:51]5[CH2:53][CH2:52]5)=[CH:45][CH:46]=4)[CH:34]=3)[O:11][C@@:10]1([CH2:54][OH:55])[CH2:32][O:31]2)[C:2]1[CH:3]=[CH:4][CH:5]=[CH:6][CH:7]=1. Product: C(C1=CC=CC=C1)O[C@@H]1[C@@]2(CO[C@]([C@@H]([C@H]1OCC1=CC=CC=C1)OCC1=CC=CC=C1)(O2)C2=CC(=C(C=C2)Cl)CC2=CC=C(C=C2)OCCOC2CC2)CO ([(1S,2S,3S,4R,5S)-2,3,4-tribenzyloxy-5-[4-chloro-3-[[4-[2-(cyclopropoxy)ethoxy]phenyl]methyl]phenyl]-6,8-dioxabicyclo[3.2.1]octan-1-yl]methanol). The solvent is C(Cl)Cl (methylene chloride). Reaction conditions: temperature -10 celsius, time 1 hour. The product is Br.CC1=C(C=C(S1)C(=O)OC(C)C)C=1N=C(SC1)NC1=CC=C(C=C1)OC1=CC=CC=C1 (isopropyl 5-methyl-4-{2-[(4-phenoxyphenyl)amino](1,3-thiazol-4-yl)}thiophene-2-carboxylate hydrobromide). Procedure details: Isopropyl 5-methyl-4-{2-[4-phenoxyphenyl)amino](1,3-thiazol-4-yl)}thiophene-2-carboxylate hydrobromide: Isopropyl-4-(2-bromoacetyl)-5-methylthiophene-2-carboxylate (91 mg, 0.29 mmol) was allowed to react with 4-phenoxyphenylthiourea (72.6 mg) as described in Example 154, step (a) to give 115 mg (75% yield) of isopropyl 5-methyl-4-{2-[(4-phenoxyphenyl)amino](1,3-thiazol-4-yl)}thiophene-2-carboxylate hydrobromide. 1H NMR (DMSO-d6, 300 MHz) δ 1.28 (d, 6H, J=6.2 Hz), 2.70 (s, 3H), 6.06 (quintet, 1H,... RXN SMILES: [CH:1]([O:4][C:5]([C:7]1[S:8][C:9]([CH3:16])=[C:10]([C:12](=O)[CH2:13][Br:14])[CH:11]=1)=[O:6])([CH3:3])[CH3:2].[O:17]([C:24]1[CH:29]=[CH:28][C:27]([NH:30][C:31]([NH2:33])=[S:32])=[CH:26][CH:25]=1)[C:18]1[CH:23]=[CH:22][CH:21]=[CH:20][CH:19]=1>>[BrH:14].[CH3:16][C:9]1[S:8][C:7]([C:5]([O:4][CH:1]([CH3:3])[CH3:2])=[O:6])=[CH:11][C:10]=1[C:12]1[N:33]=[C:31]([NH:30][C:27]2[CH:26]=[CH:25][C:24]([O:17][C:18]3[CH:19]=[CH:20][CH:21]=[CH:22][CH:23]=3)=[CH:29][CH:28]=2)[S:32][CH:13]=1 |f:2.3|. Reactants: C(C)(C)OC(=O)C=1SC(=C(C1)C(CBr)=O)C (Isopropyl-4-(2-bromoacetyl)-5-methylthiophene-2-carboxylate), O(C1=CC=CC=C1)C1=CC=C(C=C1)NC(=S)N (4-phenoxyphenylthiourea). The yield is 74.6%. The reactants are CO, COc1ccc(CCCN2CCC(OC(=O)c3ccc([N+](=O)[O-])cc3)C2)cc1. Product: COc1ccc(CCCN2CCC(O)C2)cc1. RXN SMILES: [CH3:29][OH:30].[N+:1]([c:2]1[cH:3][cH:4][c:5]([C:6](=[O:7])[O:10][CH:11]2[CH2:12][N:13]([CH2:16][CH2:17][CH2:18][c:19]3[cH:20][cH:21][c:22]([O:25][CH3:26])[cH:23][cH:24]3)[CH2:14][CH2:15]2)[cH:8][cH:9]1)([O-:27])=[O:28]>>[OH:10][CH:11]1[CH2:12][N:13]([CH2:16][CH2:17][CH2:18][c:19]2[cH:20][cH:21][c:22]([O:25][CH3:26])[cH:23][cH:24]2)[CH2:14][CH2:15]1. Isolated yield 96.9%. Reactants: C1(CCCCCC1)C(C1CC(=C(C1=O)C1=C(C=C(C=C1C)C)C)OC)O (5-(Cycloheptyl-hydroxy-methyl)-3-methoxy-2-(2,4,6-trimethyl-phenyl)-cyclopent-2-enone), Cl (HCl). The solvent is O (H2O), CC(=O)C (acetone). Product: C1(CCCCCC1)C=C1C(C(C(C1)=O)C1=C(C=C(C=C1C)C)C)=O (4-[1-Cycloheptyl-methylidene]-2-(2,4,6-trimethyl-phenyl)-cyclopentane-1,3-dione). Procedure: To a solution of 5-(Cycloheptyl-hydroxy-methyl)-3-methoxy-2-(2,4,6-trimethyl-phenyl)-cyclopent-2-enone (100 mg, 0.28 mmol) in acetone (4 ml) in a 10 ml vial was added 2M HCl (4 ml). The reaction was capped and heated to 120 C for 30 minutes under microwave irradiation. The reaction was diluted with H2O (20 ml) and extracted with EtOAc (3×15 ml). The combined organic extracts were washed with brine (10 ml), dried over MgSO4, filtered and evaporated to dryness under reduced pressure to give a brow... Reaction SMILES: [CH:1]1([CH:8](O)[CH:9]2[C:13](=[O:14])[C:12]([C:15]3[C:20]([CH3:21])=[CH:19][C:18]([CH3:22])=[CH:17][C:16]=3[CH3:23])=[C:11]([O:24]C)[CH2:10]2)[CH2:7][CH2:6][CH2:5][CH2:4][CH2:3][CH2:2]1.Cl>CC(C)=O.O>[CH:1]1([CH:8]=[C:9]2[CH2:10][C:11](=[O:24])[CH:12]([C:15]3[C:20]([CH3:21])=[CH:19][C:18]([CH3:22])=[CH:17][C:16]=3[CH3:23])[C:13]2=[O:14])[CH2:2][CH2:3][CH2:4][CH2:5][CH2:6][CH2:7]1.